From a dataset of the Open Reaction Database (ORD), a public repository of structured organic reaction records. describe an organic reaction: reactants, conditions, products, and yield The reactants are C(CCCCCCCCCCC)N(C)CCOC1=CC2=C(CCC(O2)=O)C=C1 (7-[2-(N-Dodecyl-N-methylamino)ethoxy]-3,4-dihydro-2H-1-benzopyran-2-one), CO (methanol). Yields the product C(CCCCCCCCCCC)N(C)CCOC1=CC(=C(C=C1)CCC(=O)OC)O (3-[4-[2-(N-Dodecyl-N-methylamino)ethoxy]-2-hydroxyphenyl]propanoic acid, methyl ester). The yield is 100.0%. Reaction SMILES: [CH2:1]([N:13]([CH2:15][CH2:16][O:17][C:18]1[CH:28]=[CH:27][C:21]2[CH2:22][CH2:23][C:24](=[O:26])[O:25][C:20]=2[CH:19]=1)[CH3:14])[CH2:2][CH2:3][CH2:4][CH2:5][CH2:6][CH2:7][CH2:8][CH2:9][CH2:10][CH2:11][CH3:12].[CH3:29][OH:30]>>[CH2:1]([N:13]([CH2:15][CH2:16][O:17][C:18]1[CH:28]=[CH:27][C:21]([CH2:22][CH2:23][C:24]([O:30][CH3:29])=[O:26])=[C:20]([OH:25])[CH:19]=1)[CH3:14])[CH2:2][CH2:3][CH2:4][CH2:5][CH2:6][CH2:7][CH2:8][CH2:9][CH2:10][CH2:11][CH3:12]. Reported procedure: A solution of 7-[2-(N-Dodecyl-N-methylamino)ethoxy]-3,4-dihydro-2H-1-benzopyran-2-one (2.0 g, 5.13 mmol) in methanol (30 ml) was stirred at 22° C. for 0.5 h. The solvent was then removed in vacuo at 40° C. to afford the title compound (2.14 g, 100%) as a white solid.